From a dataset of the Open Reaction Database (ORD), a public repository of structured organic reaction records. describe an organic reaction: reactants, conditions, products, and yield The reactants are O (water), CN(CC1=CNC2=NC=CC=C21)C (Dimethyl-(1H-pyrrolo[2,3-b]pyridin-3-ylmethyl)-amine), C(C)(C)[Si](C(C)C)(C(C)C)Cl (triisopropylsilyl chloride), [H-].[Na+] (sodium hydride). Run in CN(C=O)C (N,N-dimethylformamide). Run at time 12 hour. Product: CN(CC1=CN(C2=NC=CC=C21)[Si](C(C)C)(C(C)C)C(C)C)C (Dimethyl-(1-triisopropylsilanyl-1H-pyrrolo[2,3-b]pyridin-3-ylmethyl)-amine). RXN SMILES: [CH3:1][N:2]([CH3:13])[CH2:3][C:4]1[C:12]2[C:7](=[N:8][CH:9]=[CH:10][CH:11]=2)[NH:6][CH:5]=1.[H-].[Na+].[CH:16]([Si:19](Cl)([CH:23]([CH3:25])[CH3:24])[CH:20]([CH3:22])[CH3:21])([CH3:18])[CH3:17].O>CN(C)C=O>[CH3:1][N:2]([CH3:13])[CH2:3][C:4]1[C:12]2[C:7](=[N:8][CH:9]=[CH:10][CH:11]=2)[N:6]([Si:19]([CH:23]([CH3:25])[CH3:24])([CH:20]([CH3:22])[CH3:21])[CH:16]([CH3:18])[CH3:17])[CH:5]=1 |f:1.2|. Reported procedure: Dimethyl-(1H-pyrrolo[2,3-b]pyridin-3-ylmethyl)-amine 109 (5.0 g, 28 mmol), was dissolved in N,N-dimethylformamide (80.0 mL) and sodium hydride (60% dispersion in mineral oil, 1.25 g, 31.4 mmol) was added, followed by triisopropylsilyl chloride (6.3 mL, 30.0 mmol). The reaction was stirred at room temperature for 12 hours, then poured into water and extracted with ethyl acetate. The organic portion was washed with brine, dried over sodium sulfate, concentrated and purified with silica gel chromat... The reactants are CCO, OC#CCCc1ccnc2cc(Cl)ccc12, O=[Pt]=O. The product is OCCCCc1ccnc2cc(Cl)ccc12. Reaction SMILES: [CH3:17][CH2:18][OH:19].[Cl:1][c:2]1[cH:3][cH:4][c:5]2[c:6]([CH2:12][CH2:13][C:14]#[C:15][OH:16])[cH:7][cH:8][n:9][c:10]2[cH:11]1.[Pt:20](=[O:21])=[O:22]>>[Cl:1][c:2]1[cH:3][cH:4][c:5]2[c:6]([CH2:12][CH2:13][CH2:14][CH2:15][OH:16])[cH:7][cH:8][n:9][c:10]2[cH:11]1. Starting materials: [OH-].[Na+] (NaOH), ClC=1C=C(C=CC1)O (3-chloro-phenol), FC1=CC(=C(C=C1)[N+](=O)[O-])C (4-fluoro-2-methyl-1-nitro-benzene), [OH-].[K+] (KOH). The solvent is CN(C)C=O (DMF). Run at temperature 110 celsius. Product: ClC=1C=C(OC2=CC(=C(C=C2)[N+](=O)[O-])C)C=CC1 (4-(3-chloro-phenoxy)-2-methyl-1-nitro-benzene). Isolated yield 47.1%. RXN SMILES: [Cl:1][C:2]1[CH:3]=[C:4]([OH:8])[CH:5]=[CH:6][CH:7]=1.[OH-].[K+].F[C:12]1[CH:17]=[CH:16][C:15]([N+:18]([O-:20])=[O:19])=[C:14]([CH3:21])[CH:13]=1.[OH-].[Na+]>CN(C=O)C>[Cl:1][C:2]1[CH:3]=[C:4]([CH:5]=[CH:6][CH:7]=1)[O:8][C:12]1[CH:17]=[CH:16][C:15]([N+:18]([O-:20])=[O:19])=[C:14]([CH3:21])[CH:13]=1 |f:1.2,4.5|. Procedure: To a suspension of 3-chloro-phenol (1.65 g, 12.89 mmol) in DMF (10 mL), was added KOH (1.45 g, 25.78 mmol) and the mixture heated at 110° C. for 30 min. The mixture was cooled to 25° C. and 4-fluoro-2-methyl-1-nitro-benzene (0.5 g, 3.22 mmol) was added. This mixture was then heated to 130° C. for 12 h. The reaction mixture was treated with 10% NaOH solution and extracted with EtOAc (3×25 mL). The organic phase was washed with brine (3×5 mL), dried over sodium sulfate and concentrated. The residu... Reactants: [O-][Cl+2]([O-])[O-], Cl, [Na+], O, O=[N+]([O-])c1ccc(O)nc1. The product is O=[N+]([O-])c1cnc(O)c(Cl)c1. As a reaction SMILES: [Cl+2:12]([O-:13])([O-:14])[O-:15].[ClH:11].[Na+:16].[OH2:17].[OH:1][c:2]1[n:3][cH:4][c:5]([N+:8](=[O:9])[O-:10])[cH:6][cH:7]1>>[OH:1][c:2]1[n:3][cH:4][c:5]([N+:8](=[O:9])[O-:10])[cH:6][c:7]1[Cl:12]. The reactants are CC1(OB(OC1(C)C)C=1C=NN(C1)C1CCN(CC1)C(C)=O)C (1-{4-[4-(4,4,5,5-tetramethyl-1,3,2-dioxaborolan-2-yl)-1H-pyrazol-1-yl]piperidin-1-yl}ethanone), ClC1=CC=2C(=C(N=CC2I)N)O1 (2-chloro-4-iodo-furo[2,3-c]pyridin-7-ylamine), C([O-])([O-])=O.[K+].[K+] (potassium carbonate), (1,1′-bis(diphenylphosphino)ferrocene)palladium dichloride. Run in O1CCOCC1 (1,4-dioxane), O (H2O), CCOC(=O)C (EtOAc). Run at temperature 100 celsius. Product: NC=1N=CC(=C2C1OC(=C2)Cl)C=2C=NN(C2)C2CCN(CC2)C(C)=O (1-{4-[4-(7-amino-2-chlorofuro[2,3-c]pyridin-4-yl)-1H-pyrazol-1-yl]piperidin-1-yl}ethanone). Yield: 86.6%. As a reaction SMILES: CC1(C)C(C)(C)OB([C:9]2[CH:10]=[N:11][N:12]([CH:14]3[CH2:19][CH2:18][N:17]([C:20](=[O:22])[CH3:21])[CH2:16][CH2:15]3)[CH:13]=2)O1.[Cl:24][C:25]1[O:35][C:28]2=[C:29]([NH2:34])[N:30]=[CH:31][C:32](I)=[C:27]2[CH:26]=1.C(=O)([O-])[O-].[K+].[K+]>O1CCOCC1.O.CCOC(C)=O>[NH2:34][C:29]1[N:30]=[CH:31][C:32]([C:9]2[CH:10]=[N:11][N:12]([CH:14]3[CH2:15][CH2:16][N:17]([C:20](=[O:22])[CH3:21])[CH2:18][CH2:19]3)[CH:13]=2)=[C:27]2[CH:26]=[C:25]([Cl:24])[O:35][C:28]=12 |f:2.3.4|. Procedure details: A solution of 1-{4-[4-(4,4,5,5-tetramethyl-1,3,2-dioxaborolan-2-yl)-1H-pyrazol-1-yl]piperidin-1-yl}ethanone (422 mg, 1.32 mmol) and 2-chloro-4-iodo-furo[2,3-c]pyridin-7-ylamine (354 mg, 1.20 mmol) in 1,4-dioxane (8.06 mL) and H2O (2 mL) was charged with potassium carbonate (250 mg, 0.0018 mol) and (1,1′-bis(diphenylphosphino)ferrocene)palladium dichloride (9 mg, 0.01 mmol) under an atmosphere of nitrogen. The mixture was heated in a microwave at 100° C. for 40 min. The reaction mixture was disso... The reactants are IC=1N=C(N(C1)CCC1=CC=CC=C1)C=O (4-iodo-1-phenethyl-imidazole-2-carbaldehyde), C(C1=CC=CC=C1)C=1N=CN(C1)CCC1=CC=CC=C1 (4-benzyl-1-phenethyl-imidazole), CC(C)(C1=CC=CC=C1)C=1N=CNC1 (4-(1-methyl-1-phenylethyl) imidazole). The product is CC(C)(C1=CC=CC=C1)C1=CN2CCC3=C(C(C2=N1)OC1CCN(CC1)C)C=CC=C3 (2-(1-methyl-1-phenyl-ethyl)-4-(1-methylpiperidin-4-yloxy)-9,10-dihydro-4H-3,10a-diaza-benzo[f]azulene). RXN SMILES: I[C:2]1[N:3]=[C:4]([CH:15]=[O:16])[N:5]([CH2:7][CH2:8][C:9]2[CH:14]=[CH:13][CH:12]=[CH:11][CH:10]=2)[CH:6]=1.C(C1N=C[N:27]([CH2:29][CH2:30][C:31]2[CH:36]=[CH:35]C=CC=2)[CH:28]=1)C1C=CC=CC=1.C[C:38]([C:46]1N=CNC=1)([C:40]1[CH:45]=[CH:44][CH:43]=[CH:42][CH:41]=1)[CH3:39]>>[CH3:46][C:38]([C:2]1[N:3]=[C:4]2[N:5]([CH2:7][CH2:8][C:9]3[CH:14]=[CH:13][CH:12]=[CH:11][C:10]=3[CH:15]2[O:16][CH:31]2[CH2:30][CH2:29][N:27]([CH3:28])[CH2:35][CH2:36]2)[CH:6]=1)([C:40]1[CH:41]=[CH:42][CH:43]=[CH:44][CH:45]=1)[CH3:39]. Procedure: The compound is synthesized using the method described in example 2A, 2B and 110B starting from 4-(1-methyl-1-phenylethyl) imidazole (example 207B).